This data is from the Open Reaction Database (ORD), a public repository of structured organic reaction records. The task is: describe an organic reaction: reactants, conditions, products, and yield Reactants: C12C(C3CC(CC(C1)C3)C2)NC(=O)NC(C(C(C)C)=O)CC2=CC=CC=C2 (Adamantan-2-yl-3-(1-benzyl-3-methyl-2-oxo-butyl)-urea), ice, [Na+].[Cl-] (NaCl), Cl (HCl). Solvent: C1CCOC1 (THF). Yields the product C12C(C3CC(CC(C1)C3)C2)N2C(NC(=C2C(C)C)CC2=CC=CC=C2)=O (1-adamantan-2-yl-4-benzyl-5-isopropyl-1,3-dihydro-imidazol-2-one). The yield is 18.9%. As a reaction SMILES: [CH:1]12[CH2:10][CH:5]3[CH2:6][CH:7]([CH2:9][CH:3]([CH2:4]3)[CH:2]1[NH:11][C:12]([NH:14][CH:15]([CH2:21][C:22]1[CH:27]=[CH:26][CH:25]=[CH:24][CH:23]=1)[C:16](=O)[CH:17]([CH3:19])[CH3:18])=[O:13])[CH2:8]2.Cl.[Na+].[Cl-]>C1COCC1>[CH:1]12[CH2:10][CH:5]3[CH2:6][CH:7]([CH2:9][CH:3]([CH2:4]3)[CH:2]1[N:11]1[C:16]([CH:17]([CH3:19])[CH3:18])=[C:15]([CH2:21][C:22]3[CH:27]=[CH:26][CH:25]=[CH:24][CH:23]=3)[NH:14][C:12]1=[O:13])[CH2:8]2 |f:2.3|. Reported procedure: Adamantan-2-yl-3-(1-benzyl-3-methyl-2-oxo-butyl)-urea (100 mg) was dissolved in dry THF (2 mL) and treated with 25% HCl (5 mL) at 60° C. for 3.5 hours. The mixture was cooled, poured into ice cold 3M NaOH, saturated with NaCl. The mixture was extracted with ethyl acetate and the organic layer was separated, washed with brine, dried over Na2SO4 and evaporated. The residue was purified by flash chromatography using a gradient of 10 to 40% ethyl acetate in heptane as an eluent. Fractions containing...